Dataset: the Open Reaction Database (ORD), a public repository of structured organic reaction records. Task: describe an organic reaction: reactants, conditions, products, and yield The reactants are ClC1=C(C=CC(=C1)Cl)\C=C(/C(C(C)(C)C)=O)\N1N=CN=C1 ((E)-1-(2,4-dichlorophenyl)-2-(1,2,4-triazol-1-yl)-4,4-dimethyl-1-penten-3-one), [BH4-].[Na+] (sodium borohydride). Solvent: CO (methanol). Conditions: time 3 hour. Product: ClC1=C(C=CC(=C1)Cl)\C=C(/C(C(C)(C)C)O)\N1N=CN=C1 ((E)-1-(2,4-dichlorophenyl)-2-(1,2,4-triazol-1-yl)-4,4-dimethyl-1-penten-3-ol). Yield: 80.7%. RXN SMILES: [Cl:1][C:2]1[CH:7]=[C:6]([Cl:8])[CH:5]=[CH:4][C:3]=1/[CH:9]=[C:10](/[N:17]1[CH:21]=[N:20][CH:19]=[N:18]1)\[C:11](=[O:16])[C:12]([CH3:15])([CH3:14])[CH3:13].[BH4-].[Na+]>CO>[Cl:1][C:2]1[CH:7]=[C:6]([Cl:8])[CH:5]=[CH:4][C:3]=1/[CH:9]=[C:10](/[N:17]1[CH:21]=[N:20][CH:19]=[N:18]1)\[CH:11]([OH:16])[C:12]([CH3:13])([CH3:14])[CH3:15] |f:1.2|. Procedure: To 50 cc of a methanol solution containing 3.2 g of (E)-1-(2,4-dichlorophenyl)-2-(1,2,4-triazol-1-yl)-4,4-dimethyl-1-penten-3-one (melting point 92°-93° C.) characterized by the NMR spectrum shown below, was added 0.5 g of sodium borohydride, while cooling in ice. The mixture was then stirred at room temperature for 3 hours and treated as in Reference Example 1 to obtain 2.6 g of the captioned compound melting at 148°-149° C. Run in C1CCOC1 (THF). Product: N1C(OC[C@@H]2[C@H]1CCC2)=O ((4aS,7aR)-Hexahydro-cyclopenta[d][1,3]oxazin-2-one). As a reaction SMILES: C([O:5][C:6](=[O:15])[NH:7][C@@H:8]1[CH2:12][CH2:11][CH2:10][C@@H:9]1[CH2:13]O)(C)(C)C.CC(C)([O-])C.[K+]>C1COCC1>[NH:7]1[C@@H:8]2[CH2:12][CH2:11][CH2:10][C@@H:9]2[CH2:13][O:15][C:6]1=[O:5] |f:1.2|. The yield is 90.6%. Run at temperature 60 celsius, time 1 hour. Procedure: To a solution of ((1R,2S)-2-hydroxymethyl-cyclopentyl)-carbamic acid tert-butyl ester (1.6 g, 7.43 mmol) in THF (40 ml) was added potassium tert-butoxide (3.34 g, 29.7 mmol, 4.0 equiv.) at room temperature. After stirring for 1 h at 60° C. the reaction was allowed to warm up to room temperature and after workup with Ethyl acetate/water, drying and concentration in vacuo, the crude material mixture was adsorbed on silica and chromatographed over a prepacked silica column (50 g, 50% to 100% EtOAc ... The reactants are C(C)(C)(C)OC(N[C@H]1[C@H](CCC1)CO)=O (((1R,2S)-2-hydroxymethyl-cyclopentyl)-carbamic acid tert-butyl ester), CC(C)([O-])C.[K+] (potassium tert-butoxide). Reactants: CCCCC[C@@H](/C=C/[C@H]1[C@@H](CC(=O)[C@@H]1C/C=C\CCCC(=O)O)O)O (PGE2), 1,15-lactone, C(C)(=O)OC(C)=O (acetic anhydride), S([O-])(O)(=O)=O.[K+] (potassium bisulfate), C(C)(=O)OCC.CCCCCC (ethyl acetate hexane). The solvent is N1=CC=CC=C1 (pyridine), O (water), CCOCC (ether), CO (methanol). Conditions: time 3 hour. The product is CCCCC[C@@H](/C=C/[C@H]1C=CC(=O)[C@@H]1C/C=C\CCCC(=O)O)O (PGA2), 1,15-lactone. Reaction SMILES: [CH3:1][CH2:2][CH2:3][CH2:4][CH2:5][C@H:6]([OH:25])/[CH:7]=[CH:8]/[C@@H:9]1[C@@H:14]([CH2:15]/[CH:16]=[CH:17]\[CH2:18][CH2:19][CH2:20][C:21]([OH:23])=[O:22])[C:12](=[O:13])[CH2:11][C@H:10]1O.C(OC(=O)C)(=O)C.C(OCC)(=O)C.CCCCCC.S(=O)(=O)(O)[O-].[K+]>N1C=CC=CC=1.O.CCOCC.CO>[CH3:1][CH2:2][CH2:3][CH2:4][CH2:5][C@H:6]([OH:25])/[CH:7]=[CH:8]/[C@@H:9]1[C@@H:14]([CH2:15]/[CH:16]=[CH:17]\[CH2:18][CH2:19][CH2:20][C:21]([OH:23])=[O:22])[C:12](=[O:13])[CH:11]=[CH:10]1 |f:2.3,4.5|. Procedure details: To a solution of PGE2, 1,15-lactone (350 mg) in 10 ml of dry pyridine was added 4 ml of acetic anhydride. The solution was allowed to stand at 25° for 3 hours. TLC analysis (25% ethyl acetate/hexane) showed no starting material, only a single, less polar spot. The reaction mixture was cooled in an ice bath and treated dropwise over 15 min. with 20 ml of methanol. The temperature was allowed to rise to 25° over about 2 hours. After an additional 18 hrs. at 25° , the reaction mixture of ice, ether... Starting materials: F[B-](F)(F)F, [H+], O=N[O-], COc1cc2c(cc1OC)CN(C(=O)C(Nc1ccccc1N)C(C)(C)C)CC2, [Na+], C1COCCO1, O. Product: COc1cc2c(cc1OC)CN(C(=O)C(Nc1ccccc1)C(C)(C)C)CC2. RXN SMILES: [F:2][B-:3]([F:4])([F:5])[F:6].[H+:1].[N:7]([O-:8])=[O:9].[NH2:17][c:18]1[c:19]([NH:24][CH:25]([C:26](=[O:27])[N:28]2[CH2:29][c:30]3[cH:31][c:32]([O:40][CH3:41])[c:33]([O:38][CH3:39])[cH:34][c:35]3[CH2:36][CH2:37]2)[C:42]([CH3:43])([CH3:44])[CH3:45])[cH:20][cH:21][cH:22][cH:23]1.[Na+:10].[O:11]1[CH2:12][CH2:13][O:14][CH2:15][CH2:16]1.[OH2:46]>>[cH:18]1[c:19]([NH:24][CH:25]([C:26](=[O:27])[N:28]2[CH2:29][c:30]3[cH:31][c:32]([O:40][CH3:41])[c:33]([O:38][CH3:39])[cH:34][c:35]3[CH2:36][CH2:37]2)[C:42]([CH3:43])([CH3:44])[CH3:45])[cH:20][cH:21][cH:22][cH:23]1. Starting materials: C(C)OC1=C(C(=O)[O-])C=CC(=C1)CC#N (2-ethoxy-4-cyanomethyl-benzoate), C1(CCCCC1)CC(C1=C(C=CC=C1)N1CCCCC1)O (α-cyclohexylmethyl-2-piperidino-benzyl alcohol), S(O)(O)(=O)=O (sulphuric acid), ClC1=C(C=CC=C1)Cl (o-dichlorobenzene), ClC1=C(C=CC=C1)Cl (o-dichlorobenzene). Run at time 2 hour. Yields the product C(C)OC1=C(C(=O)OCC)C=CC(=C1)CC(=O)NC(C1=C(C=CC=C1)N1CCCCC1)CC1CCCCC1 (Ethyl 2-ethoxy-4-[N-(α-cyclohexylmethyl-2-piperidino-benzyl)-aminocarbonylmethyl]-benzoate). Reaction SMILES: [CH2:1]([O:3][C:4]1[CH:12]=[C:11]([CH2:13][C:14]#[N:15])[CH:10]=[CH:9][C:5]=1[C:6]([O-:8])=[O:7])[CH3:2].[CH:16]1([CH2:22][CH:23](O)[C:24]2[CH:29]=[CH:28][CH:27]=[CH:26][C:25]=2[N:30]2[CH2:35][CH2:34][CH2:33][CH2:32][CH2:31]2)[CH2:21][CH2:20][CH2:19][CH2:18][CH2:17]1.S(=O)(=O)(O)[OH:38].Cl[C:43]1[CH:48]=CC=CC=1Cl>>[CH2:1]([O:3][C:4]1[CH:12]=[C:11]([CH2:13][C:14]([NH:15][CH:23]([CH2:22][CH:16]2[CH2:21][CH2:20][CH2:19][CH2:18][CH2:17]2)[C:24]2[CH:29]=[CH:28][CH:27]=[CH:26][C:25]=2[N:30]2[CH2:35][CH2:34][CH2:33][CH2:32][CH2:31]2)=[O:38])[CH:10]=[CH:9][C:5]=1[C:6]([O:8][CH2:48][CH3:43])=[O:7])[CH3:2]. Procedure: At 23°-25° C., a solution of 2-ethoxy-4-cyanomethyl-benzoate (2.35 g, 10 mmol) and α-cyclohexylmethyl-2-piperidino-benzyl alcohol (2.88 g, 10 mmol) in o-dichlorobenzene (15 ml) is added dropwise to a mixture of concentrated sulphuric acid (15 ml) and o-dichlorobenzene (15 ml). The mixture is stirred for 2 hours at ambient temperature. The o-dichlorobenzene phase is then separated off and the residue is added to ice. After being made alkaline with soda solution, it is extracted with chloroform. T... Starting materials: COC(=O)C(C)c1ccc2oc(CC(C)(C)C)nc2c1, CC(C)[N-]C(C)C, [Li+], Cc1nsc(N)c1Cl, C1CCOC1. Product: Cc1nsc(NC(=O)C(C)c2ccc3oc(CC(C)(C)C)nc3c2)c1Cl. As a reaction SMILES: [CH3:17][C:18]([CH2:19][c:20]1[o:21][c:22]2[c:23]([n:24]1)[cH:25][c:26]([CH:29]([C:30](=[O:31])[O:32][CH3:33])[CH3:34])[cH:27][cH:28]2)([CH3:35])[CH3:36].[CH:1]([N-:2][CH:3]([CH3:4])[CH3:5])([CH3:6])[CH3:7].[Li+:8].[NH2:9][c:10]1[c:11]([Cl:16])[c:12]([CH3:15])[n:13][s:14]1.[O:37]1[CH2:38][CH2:39][CH2:40][CH2:41]1>>[NH:9]([c:10]1[c:11]([Cl:16])[c:12]([CH3:15])[n:13][s:14]1)[C:30]([CH:29]([c:26]1[cH:25][c:23]2[c:22]([o:21][c:20]([CH2:19][C:18]([CH3:17])([CH3:35])[CH3:36])[n:24]2)[cH:28][cH:27]1)[CH3:34])=[O:31].